Dataset: the Open Reaction Database (ORD), a public repository of structured organic reaction records. Task: describe an organic reaction: reactants, conditions, products, and yield Reactants: Cc1ccc(O)cc1C, O=C1C(=O)N(Cc2ccc(C(F)(F)F)o2)c2cc3c(cc21)OCCO3, Oc1ccc2c(c1)OCCO2, O=C1C(=O)N(C(c2ccccc2)c2ccccc2)c2ccccc21. Product: O=C1N(Cc2ccc(C(F)(F)F)o2)c2cc3c(cc2C1(O)c1cc2c(cc1O)OCCO2)OCCO3. RXN SMILES: [CH3:12][c:13]1[c:14]([CH3:15])[cH:16][c:17]([OH:18])[cH:19][cH:20]1.[F:21][C:22]([c:23]1[cH:24][cH:25][c:26]([CH2:28][N:29]2[C:30](=[O:43])[C:31](=[O:42])[c:32]3[cH:33][c:34]4[c:35]([cH:36][c:37]32)[O:38][CH2:39][CH2:40][O:41]4)[o:27]1)([F:44])[F:45].[O:1]1[c:2]2[c:3]([cH:7][c:8]([OH:11])[cH:9][cH:10]2)[O:4][CH2:5][CH2:6]1.[c:46]1([CH:47]([c:48]2[cH:49][cH:50][cH:51][cH:52][cH:53]2)[N:54]2[c:55]3[c:56]([cH:57][cH:58][cH:59][cH:60]3)[C:61](=[O:62])[C:63]2=[O:64])[cH:65][cH:66][cH:67][cH:68][cH:69]1>>[O:1]1[c:2]2[c:3]([cH:7][c:8]([OH:11])[c:9]([C:31]3([OH:42])[C:30](=[O:43])[N:29]([CH2:28][c:26]4[cH:25][cH:24][c:23]([C:22]([F:21])([F:44])[F:45])[o:27]4)[c:37]4[c:32]3[cH:33][c:34]3[c:35]([cH:36]4)[O:38][CH2:39][CH2:40][O:41]3)[cH:10]2)[O:4][CH2:5][CH2:6]1. The reactants are BrC1=CC(=C(C#N)C=C1)O (4-bromo-2-hydroxybenzonitrile), C([O-])([O-])=O.[K+].[K+] (potassium carbonate). The yield is 98.1%. The solvent is O (water), CN(C)C=O (DMF). As a reaction SMILES: [Br:1][C:2]1[CH:9]=[CH:8][C:5]([C:6]#[N:7])=[C:4]([OH:10])[CH:3]=1.[C:11](=O)([O-])[O-].[K+].[K+]>CN(C=O)C.O>[Br:1][C:2]1[CH:9]=[CH:8][C:5]([C:6]#[N:7])=[C:4]([O:10][CH3:11])[CH:3]=1 |f:1.2.3|. The product is BrC1=CC(=C(C#N)C=C1)OC (4-bromo-2-methoxybenzonitrile). Reaction conditions: time 12 hour. Procedure details: To a solution of 4-bromo-2-hydroxybenzonitrile (2 g, 10 mmol) in DMF (15 mL) and was added iodomethanel (2.87 g, 20.2 mmol) and potassium carbonate (2.79 g, 20.2 mmol) at room temperature. The mixture was stirred at room temperature for 12 h. The reaction mixture was diluted with water and extracted with ethyl acetate (10 mL*3). The combined organic layers were dried over anhydrous Na2SO4 and concentrated under reduced pressure to give 4-bromo-2-methoxybenzonitrile (2.08 g) as a yellow solid. 1H... Starting materials: CO, COC(=O)C1(N2CCN(c3ccc(C(F)(F)F)cn3)CC2)CC1, [Na+], C1CCOC1, [OH-]. The product is O=C(O)C1(N2CCN(c3ccc(C(F)(F)F)cn3)CC2)CC1. As a reaction SMILES: [CH3:31][OH:32].[F:1][C:2]([c:3]1[cH:4][cH:5][c:6]([N:9]2[CH2:10][CH2:11][N:12]([C:15]3([C:18](=[O:19])[O:20][CH3:21])[CH2:16][CH2:17]3)[CH2:13][CH2:14]2)[n:7][cH:8]1)([F:22])[F:23].[Na+:25].[O:26]1[CH2:27][CH2:28][CH2:29][CH2:30]1.[OH-:24]>>[F:1][C:2]([c:3]1[cH:4][cH:5][c:6]([N:9]2[CH2:10][CH2:11][N:12]([C:15]3([C:18](=[O:19])[OH:20])[CH2:16][CH2:17]3)[CH2:13][CH2:14]2)[n:7][cH:8]1)([F:22])[F:23]. Reactants: C(C1=CC=CC=C1)OC=1C=C(C=CC1)C1(CCN(CC1)CCC(O)(CC1=CC=CC=C1)CC1=CC=CC=C1)F (3-[4-(3-benzyloxyphenyl)-4-fluoropiperidin-1-yl]-1,1-dibenzylpropan-1-ol), Cl (hydrogen chloride). Yields the product Cl.C(C1=CC=CC=C1)C(CCN1CCC(CC1)(C1=CC(=CC=C1)O)F)(O)CC1=CC=CC=C1 (1,1-Dibenzyl-3-[4-fluoro-4-(3-hydroxyphenyl)-piperidin-1-yl]propan-1-ol Hydrochloride). RXN SMILES: C([O:8][C:9]1[CH:10]=[C:11]([C:15]2([F:39])[CH2:20][CH2:19][N:18]([CH2:21][CH2:22][C:23]([CH2:32][C:33]3[CH:38]=[CH:37][CH:36]=[CH:35][CH:34]=3)([CH2:25][C:26]3[CH:31]=[CH:30][CH:29]=[CH:28][CH:27]=3)[OH:24])[CH2:17][CH2:16]2)[CH:12]=[CH:13][CH:14]=1)C1C=CC=CC=1.[ClH:40]>>[ClH:40].[CH2:32]([C:23]([CH2:25][C:26]1[CH:31]=[CH:30][CH:29]=[CH:28][CH:27]=1)([OH:24])[CH2:22][CH2:21][N:18]1[CH2:19][CH2:20][C:15]([F:39])([C:11]2[CH:12]=[CH:13][CH:14]=[C:9]([OH:8])[CH:10]=2)[CH2:16][CH2:17]1)[C:33]1[CH:38]=[CH:37][CH:36]=[CH:35][CH:34]=1 |f:2.3|. Procedure details: The title compound was prepared via the debenzylation of 3-[4-(3-benzyloxyphenyl)-4-fluoropiperidin-1-yl]-1,1-dibenzylpropan-1-ol as described in Step 4 of Example 6, followed by salt formation using methanolic hydrogen chloride in 77% overall yield.